From a dataset of the Open Reaction Database (ORD), a public repository of structured organic reaction records. describe an organic reaction: reactants, conditions, products, and yield Reactants: O=C([O-])[O-], CC(C)(C)O, [K+], [K+], [K], N#C[Fe-3](C#N)(C#N)(C#N)(C#N)C#N, O, C(=Cc1ccccc1)c1ccccc1. Product: OC(c1ccccc1)C(O)c1ccccc1. Reaction SMILES: [C:15]([O-:16])(=[O:17])[O-:18].[C:22]([OH:23])([CH3:24])([CH3:25])[CH3:26].[K+:19].[K+:20].[K:27].[N:28]#[C:29][Fe-3:30]([C:31]#[N:32])([C:33]#[N:34])([C:35]#[N:36])([C:37]#[N:38])[C:39]#[N:40].[OH2:21].[cH:1]1[cH:2][cH:3][c:4]([CH:7]=[CH:8][c:9]2[cH:10][cH:11][cH:12][cH:13][cH:14]2)[cH:5][cH:6]1>>[cH:1]1[cH:2][cH:3][c:4]([CH:7]([CH:8]([c:9]2[cH:10][cH:11][cH:12][cH:13][cH:14]2)[OH:16])[OH:21])[cH:5][cH:6]1. Reactants: CO, CC[O-], Cl, Cc1ccc(C(=O)C(F)(F)S(C)(=O)=O)cc1, [Na+], O, NO. The product is Cc1ccc(C(=NO)C(F)(F)S(C)(=O)=O)cc1. RXN SMILES: [CH3:25][OH:26].[CH3:2][CH2:3][O-:4].[ClH:5].[F:8][C:9]([C:10](=[O:11])[c:12]1[cH:13][cH:14][c:15]([CH3:18])[cH:16][cH:17]1)([S:19](=[O:20])(=[O:21])[CH3:22])[F:23].[Na+:1].[OH2:24].[OH:6][NH2:7]>>[OH:6][N:7]=[C:10]([C:9]([F:8])([S:19](=[O:20])(=[O:21])[CH3:22])[F:23])[c:12]1[cH:13][cH:14][c:15]([CH3:18])[cH:16][cH:17]1. Starting materials: N[C@@H]1[C@@H](N(CCC1)C(=O)OC(C)(C)C)C1=CC=CC=C1 ((2S, 3S)-3-Amino-1-tert-butoxycarbonyl-2-phenylpiperidine), COC1=C(C=O)C=C(C=C1)C(C(F)(F)F)(F)F (2-Methoxy-5-(1,1,2,2,2-pentafluoroethyl)benzaldehyde), C(C)(C)(C)OC(=O)N1[C@H]([C@H](CCC1)NCC1=C(C=CC(=C1)C(C)(F)F)OC(F)(F)F)C1=CC=CC=C1 ((2S, 3S)-1-tert-Butoxycarbonyl-3-(5-( 1,1-difluoroethyl)-2-(trifluoromethoxy)benzyl)amino-2-phenylpiperidine). Yields the product C(C)(C)(C)OC(=O)N1[C@H]([C@H](CCC1)NCC1=C(C=CC(=C1)C(C(F)(F)F)(F)F)OC)C1=CC=CC=C1 ((2S, 3S)-1-tert-Butoxycarbonyl-3-(2-Methoxy-5-(1,1,2,2,2-pentafluoroethyl)benzyl)amino-2-phenylpiperidine). RXN SMILES: [NH2:1][C@H:2]1[CH2:7][CH2:6][CH2:5][N:4]([C:8]([O:10][C:11]([CH3:14])([CH3:13])[CH3:12])=[O:9])[C@H:3]1[C:15]1[CH:20]=[CH:19][CH:18]=[CH:17][CH:16]=1.[CH3:21][O:22][C:23]1[CH:30]=[CH:29][C:28]([C:31]([F:37])([F:36])[C:32]([F:35])([F:34])[F:33])=[CH:27][C:24]=1[CH:25]=O.C(OC(N1CCC[C@H](NCC2C=C(C(F)(F)C)C=CC=2OC(F)(F)F)[C@@H]1C1C=CC=CC=1)=O)(C)(C)C>>[C:11]([O:10][C:8]([N:4]1[CH2:5][CH2:6][CH2:7][C@H:2]([NH:1][CH2:25][C:24]2[CH:27]=[C:28]([C:31]([F:36])([F:37])[C:32]([F:33])([F:34])[F:35])[CH:29]=[CH:30][C:23]=2[O:22][CH3:21])[C@@H:3]1[C:15]1[CH:16]=[CH:17][CH:18]=[CH:19][CH:20]=1)=[O:9])([CH3:14])([CH3:13])[CH3:12]. Procedure: This Compound was prepared from Compound 12 and Compound 40 in the same manner of Compound 26. This was employed in the next step without further purification. Starting materials: CCN, CSc1nc(C)cc(Cl)n1, O. Yields the product CCNc1cc(C)nc(SC)n1. As a reaction SMILES: [CH3:11][CH2:12][NH2:13].[Cl:1][c:2]1[n:3][c:4]([S:9][CH3:10])[n:5][c:6]([CH3:8])[cH:7]1.[OH2:14]>>[c:2]1([NH:13][CH2:12][CH3:11])[n:3][c:4]([S:9][CH3:10])[n:5][c:6]([CH3:8])[cH:7]1. Run in CC(=O)C (acetone). Procedure: A mixture of 8-(2-hydroxy-6-methylbenzylamino)-2,3-dimethylimidazo[1,2-a]pyridine (0.068 g, 0.24 mmol) sodium carbonate (0.12 g, 1.1 mmol), and potassium hydroxide (0.019 g, 0.34 mmol) in acetone (12 ml) was stirred for 15 min in room temperature in a nitrogen atmosphere. Methyl chloroformate (0.023 g, 0.24 mmol) was added and the reaction mixture was stirred for 70 min. Methylene chloride was added and the mixture was filtred and the filtrate was evaporated under reduced pressure. The residue w... Starting materials: C(Cl)Cl (Methylene chloride), OC1=C(CNC=2C=3N(C=CC2)C(=C(N3)C)C)C(=CC=C1)C (8-(2-hydroxy-6-methylbenzylamino)-2,3-dimethylimidazo[1,2-a]pyridine), [OH-].[K+] (potassium hydroxide), ClC(=O)OC (Methyl chloroformate). The yield is 27.7%. As a reaction SMILES: [OH:1][C:2]1[CH:20]=[CH:19][CH:18]=[C:17]([CH3:21])[C:3]=1[CH2:4][NH:5][C:6]1[C:7]2[N:8]([C:12]([CH3:16])=[C:13]([CH3:15])[N:14]=2)[CH:9]=[CH:10][CH:11]=1.[OH-].[K+].[Cl:24][C:25]([O:27][CH3:28])=[O:26].C(Cl)Cl>CC(C)=O>[ClH:24].[C:25](=[O:26])([O:27][CH3:28])[O:1][C:2]1[CH:20]=[CH:19][CH:18]=[C:17]([CH3:21])[C:3]=1[CH2:4][NH:5][C:6]1[C:7]2[N:8]([C:12]([CH3:16])=[C:13]([CH3:15])[N:14]=2)[CH:9]=[CH:10][CH:11]=1 |f:1.2,6.7|. The product is Cl.C(OC1=C(C(=CC=C1)C)CNC=1C=2N(C=CC1)C(=C(N2)C)C)(OC)=O (2-(((2,3-dimethylimidazo[1,2-a]pyridine-8-yl)amino)methyl)-3-methylphenyl Methyl Carbonate Hydrochloride). Run at time 15 minute. Starting materials: CI, COc1cc(C(=O)NC2CCCNCC2)ccc1Nc1ncc2c(n1)N(C1CCCC1)CC(F)(F)C(=O)N2C. Product: COc1cc(C(=O)NC2CCCN(C)CC2)ccc1Nc1ncc2c(n1)N(C1CCCC1)CC(F)(F)C(=O)N2C. RXN SMILES: [CH3:40][I:41].[NH:1]1[CH2:2][CH2:3][CH:4]([NH:8][C:9]([c:10]2[cH:11][c:12]([O:37][CH3:38])[c:13]([NH:16][c:17]3[n:18][cH:19][c:20]4[c:21]([n:36]3)[N:22]([CH:31]3[CH2:32][CH2:33][CH2:34][CH2:35]3)[CH2:23][C:24]([F:29])([F:30])[C:25](=[O:28])[N:26]4[CH3:27])[cH:14][cH:15]2)=[O:39])[CH2:5][CH2:6][CH2:7]1>>[N:1]1([CH3:40])[CH2:2][CH2:3][CH:4]([NH:8][C:9]([c:10]2[cH:11][c:12]([O:37][CH3:38])[c:13]([NH:16][c:17]3[n:18][cH:19][c:20]4[c:21]([n:36]3)[N:22]([CH:31]3[CH2:32][CH2:33][CH2:34][CH2:35]3)[CH2:23][C:24]([F:29])([F:30])[C:25](=[O:28])[N:26]4[CH3:27])[cH:14][cH:15]2)=[O:39])[CH2:5][CH2:6][CH2:7]1. The reactants are CC(C)(C)OC(=O)N1CCC(N2C(=O)COc3ccccc32)CC1, CCOCC, ClCCl, O=C(O)C(F)(F)F. Yields the product O=C1COc2ccccc2N1C1CCNCC1. RXN SMILES: [C:1]([O:2][C:3](=[O:4])[N:8]1[CH2:9][CH2:10][CH:11]([N:14]2[C:15](=[O:24])[CH2:16][O:17][c:18]3[c:19]2[cH:20][cH:21][cH:22][cH:23]3)[CH2:12][CH2:13]1)([CH3:5])([CH3:6])[CH3:7].[CH3:35][CH2:36][O:37][CH2:38][CH3:39].[Cl:32][CH2:33][Cl:34].[F:25][C:26]([F:27])([F:28])[C:29]([OH:30])=[O:31]>>[NH:8]1[CH2:9][CH2:10][CH:11]([N:14]2[C:15](=[O:24])[CH2:16][O:17][c:18]3[c:19]2[cH:20][cH:21][cH:22][cH:23]3)[CH2:12][CH2:13]1. Reactants: C([O-])([O-])=O.[K+].[K+] (potassium carbonate), C(C1=CC=CC=C1)Br (benzyl bromide), OC1=CC2=C(CCCCC2=O)C=C1 (3-hydroxy-5-oxo-6,7,8,9-tetrahydro-5H-benzocycloheptene). Run in CN(C)C=O (DMF). Run at time 24 hour. Yields the product C(C1=CC=CC=C1)OC1=CC2=C(CCCCC2=O)C=C1 (3-benzyloxy-5-oxo-6,7,8,9-tetrahydro-5H-benzocycloheptene). Isolated yield 104.8%. As a reaction SMILES: [OH:1][C:2]1[CH:13]=[CH:12][C:5]2[CH2:6][CH2:7][CH2:8][CH2:9][C:10](=[O:11])[C:4]=2[CH:3]=1.C(=O)([O-])[O-].[K+].[K+].[CH2:20](Br)[C:21]1[CH:26]=[CH:25][CH:24]=[CH:23][CH:22]=1>CN(C=O)C>[CH2:20]([O:1][C:2]1[CH:13]=[CH:12][C:5]2[CH2:6][CH2:7][CH2:8][CH2:9][C:10](=[O:11])[C:4]=2[CH:3]=1)[C:21]1[CH:26]=[CH:25][CH:24]=[CH:23][CH:22]=1 |f:1.2.3|. Reported procedure: To 3-hydroxy-5-oxo-6,7,8,9-tetrahydro-5H-benzocycloheptene (1.76 g, 10.0 mmol) dissolved in DMF (10 ml) were added potassium carbonate (2.76 g, 20.2 mmol) and benzyl bromide (1.308 ml, 11.0 mmol), and the resulting mixture was stirred at room temperature for 24 hours. The reaction mixture was concentrated under reduced pressure, and the residue was mixed with water (20 ml) and extracted with ethyl acetate (20 ml×3). The combined organic layers were dried with anhydrous magnesium sulfate and were... Yields the product C(S)(S)=S.C(SCC#N)(SCCC[Si](OC)(OC)OC)=S (Cyanomethyl 3-(trimethoxysilyl)propyl trithiocarbonate Trithiocarbonate). As a reaction SMILES: [SH:1][CH2:2][CH2:3][CH2:4][Si:5]([O:10][CH3:11])([O:8][CH3:9])[O:6][CH3:7].[H-].[Na+].[C:14](=[S:16])=[S:15].Cl[CH2:18][C:19]#[N:20]>C(OCC)C>[C:14](=[S:1])([SH:16])[SH:15].[C:14](=[S:16])([S:1][CH2:2][CH2:3][CH2:4][Si:5]([O:10][CH3:11])([O:6][CH3:7])[O:8][CH3:9])[S:15][CH2:18][C:19]#[N:20] |f:1.2,6.7|. Solvent: C(C)OCC (diethyl ether). Procedure: (3-Mercaptopropyl)trimethoxysilane (1.97 g, 0.01 mol) was added within 10 minutes to a stirred suspension of sodium hydride (60% w/w, 0.42 g, 0.0175 mol) in dry diethyl ether (20 mL) whilst maintaining the reaction temperature between 5-10° C. The reaction mixture was then cooled to ˜0° C. when carbon disulfide (1.34 g, 0.012 mol) was added and the resulting mixture was kept at this temperature for one hour. Then α-Chloroacetonitrile (1.30 g, 0.017 mol) was added and the mixture was stirred at a... The reactants are ClCC#N (α-Chloroacetonitrile), SCCC[Si](OC)(OC)OC ((3-Mercaptopropyl)trimethoxysilane), [H-].[Na+] (sodium hydride), C(=S)=S (carbon disulfide). Yield: 106.7%. Run at temperature 7.5 celsius, time 1 hour. The reactants are aqueous solution, [OH-].[Na+] (sodium hydroxide), aqueous solution, [OH-].[Na+] (sodium hydroxide), O[C@@H]([C@H](C)NCCOC1=CC=C(C=C1)C1=CC=C(C=C1)C(=O)OCC)C1=CC=C(C=C1)O (ethyl 4′-(2-[(1S,2R)-2-hydroxy-2-(4-hydroxyphenyl)-1-methylethylamino]ethoxy)biphenyl-4-carboxylate), C(C)O (ethanol), Cl (hydrochloric acid). Solvent: O1CCCC1 (tetrahydrofuran). Conditions: temperature 60 celsius, time 16 hour. The product is O[C@@H]([C@H](C)NCCOC1=CC=C(C=C1)C1=CC=C(C=C1)C(=O)O)C1=CC=C(C=C1)O (4′-{2-[(1S,2R)-2-Hydroxy-2-(4-hydroxyphenyl)-1-methylethyl-amino]ethoxy}biphenyl-4-carboxylic acid). Reaction SMILES: [OH-].[Na+].[OH:3][C@H:4]([C:28]1[CH:33]=[CH:32][C:31]([OH:34])=[CH:30][CH:29]=1)[C@@H:5]([NH:7][CH2:8][CH2:9][O:10][C:11]1[CH:16]=[CH:15][C:14]([C:17]2[CH:22]=[CH:21][C:20]([C:23]([O:25]CC)=[O:24])=[CH:19][CH:18]=2)=[CH:13][CH:12]=1)[CH3:6].C(O)C.Cl>O1CCCC1>[OH:3][C@H:4]([C:28]1[CH:29]=[CH:30][C:31]([OH:34])=[CH:32][CH:33]=1)[C@@H:5]([NH:7][CH2:8][CH2:9][O:10][C:11]1[CH:12]=[CH:13][C:14]([C:17]2[CH:22]=[CH:21][C:20]([C:23]([OH:25])=[O:24])=[CH:19][CH:18]=2)=[CH:15][CH:16]=1)[CH3:6] |f:0.1|. Reported procedure: A 2 mol/L aqueous solution of sodium hydroxide (0.43 mL) was added to a solution of ethyl 4′-(2-[(1S,2R)-2-hydroxy-2-(4-hydroxyphenyl)-1-methylethylamino]ethoxy)biphenyl-4-carboxylate (0.15 g), ethanol (20 mL) and tetrahydrofuran (5 mL). The mixture was stirred at 60° C. for 16 hrs, and heated under reflux at 100° C. for 7.5 hrs. A 2 mol/L aqueous solution of sodium hydroxide (0.17 mL) was added, and heated under reflux for 16 hrs. After being cooled to room temperature, 2 mol/L hydrochloric aci...